Dataset: the Open Reaction Database (ORD), a public repository of structured organic reaction records. Task: describe an organic reaction: reactants, conditions, products, and yield Reactants: O (water), OC=1C=C(C=CC1OC)CCCCC(=O)O (5-(3-Hydroxy-4-methoxyphenyl)pentanoic acid), C1N2CN3CN1CN(C2)C3 (hexamethylenetetramine), C(C)(=O)O (acetic acid), Cl (Hydrochloric acid). Yields the product C(=O)C1=C(C(=CC(=C1O)OC)C=O)CCCCC(=O)O (5-(2,6-DIFORMYL-3-HYDROXY-4-METHOXYPHENYL)PENTANOIC ACID). RXN SMILES: [OH:1][C:2]1[CH:3]=[C:4]([CH2:10][CH2:11][CH2:12][CH2:13][C:14]([OH:16])=[O:15])[CH:5]=[CH:6][C:7]=1[O:8][CH3:9].[CH2:17]1N2CN3CN(C2)CN1C3.Cl.[OH2:28].[C:29](O)(=[O:31])C>>[CH:17]([C:3]1[C:2]([OH:1])=[C:7]([O:8][CH3:9])[CH:6]=[C:5]([CH:29]=[O:31])[C:4]=1[CH2:10][CH2:11][CH2:12][CH2:13][C:14]([OH:16])=[O:15])=[O:28]. Reported procedure: 5-(3-Hydroxy-4-methoxyphenyl)pentanoic acid (8 g) and hexamethylenetetramine (10 g) in acetic acid (150 ml) were heated under reflux over night. 70 ml 6 M Hydrochloric acid was added to the reaction mixture and it was refluxed for half an hour. The mixture was poured into water and extracted with dichloromethane. The organic phase was evaporated in vacuo and the residue triturated with diethyl ether. Yield 3.04 g. Reactants: CCOC(=O)OCCOC(=O)c1nc(C(F)(F)F)n2c1CN(C(=O)CC(Cc1cc(F)c(F)cc1F)NC(=O)OC(C)(C)C)CC2, CCOC(C)=O, Cl. The product is CCOC(=O)OCCOC(=O)c1nc(C(F)(F)F)n2c1CN(C(=O)CC(N)Cc1cc(F)c(F)cc1F)CC2, Cl. As a reaction SMILES: [CH2:1]([CH3:2])[O:3][C:4](=[O:5])[O:6][CH2:7][CH2:8][O:9][C:10](=[O:11])[c:12]1[n:13][c:14]([C:43]([F:44])([F:45])[F:46])[n:15]2[c:16]1[CH2:17][N:18]([C:21]([CH2:22][CH:23]([CH2:24][c:25]1[c:26]([F:33])[cH:27][c:28]([F:32])[c:29]([F:31])[cH:30]1)[NH:34][C:35]([O:36][C:37]([CH3:38])([CH3:39])[CH3:40])=[O:41])=[O:42])[CH2:19][CH2:20]2.[CH3:48][CH2:49][O:50][C:51](=[O:52])[CH3:53].[ClH:47]>>[CH2:1]([CH3:2])[O:3][C:4](=[O:5])[O:6][CH2:7][CH2:8][O:9][C:10](=[O:11])[c:12]1[n:13][c:14]([C:43]([F:44])([F:45])[F:46])[n:15]2[c:16]1[CH2:17][N:18]([C:21]([CH2:22][CH:23]([CH2:24][c:25]1[c:26]([F:33])[cH:27][c:28]([F:32])[c:29]([F:31])[cH:30]1)[NH2:34])=[O:42])[CH2:19][CH2:20]2.[ClH:47].